From a dataset of the Open Reaction Database (ORD), a public repository of structured organic reaction records. describe an organic reaction: reactants, conditions, products, and yield The reactants are C(C1=CC=CC=C1)OC=1C=C(C=CC1)NC([C@H](C)N(C(OC(C)(C)C)=O)C)=O ((S)-tert-butyl (1-((3-(benzyloxy)phenyl)amino)-1-oxopropan-2-yl)(methyl)carbamate). The reagents and catalysts are [C].[Pd] (palladium-carbon). Run in CO (methanol), O1CCCC1 (tetrahydrofuran). Conditions: time 30 minute. The product is OC=1C=C(C=CC1)NC([C@H](C)N(C(OC(C)(C)C)=O)C)=O ((S)-tert-butyl (1-((3-hydroxyphenyl)amino)-1-oxopropan-2-yl)(methyl)carbamate). Isolated yield 107.0%. As a reaction SMILES: C([O:8][C:9]1[CH:10]=[C:11]([NH:15][C:16](=[O:28])[C@@H:17]([N:19]([CH3:27])[C:20](=[O:26])[O:21][C:22]([CH3:25])([CH3:24])[CH3:23])[CH3:18])[CH:12]=[CH:13][CH:14]=1)C1C=CC=CC=1>CO.O1CCCC1.[C].[Pd]>[OH:8][C:9]1[CH:10]=[C:11]([NH:15][C:16](=[O:28])[C@@H:17]([N:19]([CH3:27])[C:20](=[O:26])[O:21][C:22]([CH3:23])([CH3:25])[CH3:24])[CH3:18])[CH:12]=[CH:13][CH:14]=1 |f:3.4|. Reported procedure: To 10% palladium-carbon (100 mg), a solution of (S)-tert-butyl (1-((3-(benzyloxy)phenyl)amino)-1-oxopropan-2-yl)(methyl)carbamate (E15, 166 mg) in methanol (4 mL) and tetrahydrofuran (2 mL) was added at room temperature, and the mixture was stirred at the same temperature for 5 hours and 30 minutes under a hydrogen atmosphere. The insoluble matter was removed by filtration through Cerite, and then the solvent was evaporated under reduced pressure to obtain (S)-tert-butyl (1-((3-hydroxyphenyl)ami... The reactants are C(CCC)C=1N(C(=C(N1)C(C(C)C)O)C#N)CC1=CC=C(C=C1)C1=C(C=CC=C1)C1=NN=NN1C(C1=CC=CC=C1)(C1=CC=CC=C1)C1=CC=CC=C1 (2-butyl-4-(1-hydroxy-2-methylpropyl)-1-{4-[2-(trityltetrazol-5-yl)phenyl]phenyl}methylimidazole-5-carbonitrile). Run in C(C)(=O)O (acetic acid). Yields the product C(CCC)C=1N(C(=C(N1)C(C(C)C)O)C#N)CC1=CC=C(C=C1)C1=C(C=CC=C1)C1=NN=NN1 (2-Butyl-4-(1-Hydroxy-2-methylpropyl)-1-{4-[2-(tetrazol-5-yl)phenyl]phenyl}methylimidazole-5-carbonitrile). Isolated yield 98.6%. As a reaction SMILES: [CH2:1]([C:5]1[N:6]([CH2:17][C:18]2[CH:23]=[CH:22][C:21]([C:24]3[CH:29]=[CH:28][CH:27]=[CH:26][C:25]=3[C:30]3[N:34](C(C4C=CC=CC=4)(C4C=CC=CC=4)C4C=CC=CC=4)[N:33]=[N:32][N:31]=3)=[CH:20][CH:19]=2)[C:7]([C:15]#[N:16])=[C:8]([CH:10]([OH:14])[CH:11]([CH3:13])[CH3:12])[N:9]=1)[CH2:2][CH2:3][CH3:4]>C(O)(=O)C>[CH2:1]([C:5]1[N:6]([CH2:17][C:18]2[CH:23]=[CH:22][C:21]([C:24]3[CH:29]=[CH:28][CH:27]=[CH:26][C:25]=3[C:30]3[NH:34][N:33]=[N:32][N:31]=3)=[CH:20][CH:19]=2)[C:7]([C:15]#[N:16])=[C:8]([CH:10]([OH:14])[CH:11]([CH3:12])[CH3:13])[N:9]=1)[CH2:2][CH2:3][CH3:4]. Procedure: Following a procedure similar to that described in Example 74(c), but using 1.29 g of 2-butyl-4-(1-hydroxy-2-methylpropyl)-1-{4-[2-(trityltetrazol-5-yl)phenyl]phenyl}methylimidazole-5-carbonitrile [prepared as described in step (b) above] in 75% v/v aqueous acetic acid, 0.83 g of the title compound was obtained as a glass. Reactants: NC(C1=CC=C(OCCCC2CCN(CC2)CCCOC2=CC=C(C(=O)N)C=C2)C=C1)=NOC([C@H]([C@H](CC)C)NC(=O)OC(C)(C)C)=O (4-(3-{4-[3-(4-{amino[(2S,3S)-2-(tert-butoxycarbonyl)amino-3-methylpentanoyloxyimino]methyl}phenoxy)propyl]-1-piperidinyl}propoxy)benzamide), O-[(2S,3S)-2 (tert-butoxycarbonyl)amino-3-methylpentanoyl]oxime, Cl.C(C)O (hydrogen chloride ethanol), Cl.C(C)O (hydrogen chloride ethanol), Cl.C(C)O (hydrogen chloride ethanol). The solvent is C(C)O (ethanol). Conditions: time 5 hour. Yields the product NC(C1=CC=C(OCCCC2CCN(CC2)CCCOC2=CC=C(C(=O)N)C=C2)C=C1)=NOC([C@H]([C@H](CC)C)N)=O (4-{3-[4-(3-{4-[amino((2S,3S)-2-amino-3-methylpentanoyloxyimino)methyl]phenoxy}propyl)-1-piperidinyl]propoxy}benzamide). Yield: 76.5%. RXN SMILES: [NH2:1][C:2](=[N:32][O:33][C:34](=[O:48])[C@@H:35]([NH:40]C(OC(C)(C)C)=O)[C@@H:36]([CH3:39])[CH2:37][CH3:38])[C:3]1[CH:31]=[CH:30][C:6]([O:7][CH2:8][CH2:9][CH2:10][CH:11]2[CH2:16][CH2:15][N:14]([CH2:17][CH2:18][CH2:19][O:20][C:21]3[CH:29]=[CH:28][C:24]([C:25]([NH2:27])=[O:26])=[CH:23][CH:22]=3)[CH2:13][CH2:12]2)=[CH:5][CH:4]=1.Cl.C(O)C>C(O)C>[NH2:1][C:2](=[N:32][O:33][C:34](=[O:48])[C@@H:35]([NH2:40])[C@@H:36]([CH3:39])[CH2:37][CH3:38])[C:3]1[CH:31]=[CH:30][C:6]([O:7][CH2:8][CH2:9][CH2:10][CH:11]2[CH2:16][CH2:15][N:14]([CH2:17][CH2:18][CH2:19][O:20][C:21]3[CH:22]=[CH:23][C:24]([C:25]([NH2:27])=[O:26])=[CH:28][CH:29]=3)[CH2:13][CH2:12]2)=[CH:5][CH:4]=1 |f:1.2|. Procedure details: To an ethanol (5 mL) solution of 0.20 g of 4-(3-{4-[3-(4-{amino[(2S,3S)-2-(tert-butoxycarbonyl)amino-3-methylpentanoyloxyimino]methyl}phenoxy)propyl]-1-piperidinyl}propoxy)benzamide=O-[(2S,3S)-2 (tert-butoxycarbonyl)amino-3-methylpentanoyl]oxime was added 2 mL of 2.9 mol/L hydrogen chloride/ethanol at room temperature, which was then stirred at the same temperature for 5 hours. Thereto was added 2 mL of 2.9 mol/L hydrogen chloride/ethanol, which was then stirred for 26 hours. Thereto was further... As a reaction SMILES: [Br:28][c:29]1[n:30][c:31]([O:36][CH:37]([CH3:38])[c:39]2[c:40]([Cl:46])[cH:41][cH:42][cH:43][c:44]2[Cl:45])[c:32]([NH2:35])[n:33][cH:34]1.[CH3:47][O:48][C:49]([c:50]1[cH:51][cH:52][c:53]([B:54]([OH:55])[OH:56])[cH:57][cH:58]1)=[O:59].[NH2:1][c:2]1[n:3][cH:4][c:5](-[c:8]2[cH:9][cH:10][c:11]([C:12](=[O:13])[OH:14])[cH:15][cH:16]2)[cH:6][c:7]1[O:17][CH2:18][c:19]1[c:20]([F:21])[cH:22][cH:23][c:24]([F:25])[c:26]1[Cl:27]>>[c:8]1(-[c:29]2[n:30][c:31]([O:36][CH:37]([CH3:38])[c:39]3[c:40]([Cl:46])[cH:41][cH:42][cH:43][c:44]3[Cl:45])[c:32]([NH2:35])[n:33][cH:34]2)[cH:9][cH:10][c:11]([C:12](=[O:13])[OH:14])[cH:15][cH:16]1. Yields the product CC(Oc1nc(-c2ccc(C(=O)O)cc2)cnc1N)c1c(Cl)cccc1Cl. Starting materials: CC(Oc1nc(Br)cnc1N)c1c(Cl)cccc1Cl, COC(=O)c1ccc(B(O)O)cc1, Nc1ncc(-c2ccc(C(=O)O)cc2)cc1OCc1c(F)ccc(F)c1Cl. Reactants: N1N=C(C2=CC=CC=C12)C1=NC=C(C(=N1)NC1=CC=NC=C1)OC ([2-(1H-Indazol-3-yl)-5-methoxy-pyrimidin-4-yl]-pyridin-4-yl-amine), [H-].[Na+] (sodium hydride), BrCC1=C(C=CC(=C1F)C)Cl (2-(bromomethyl)-1-chloro-3-fluoro-4-methylbenzene). Run in O1CCCC1 (tetrahydrofuran). Conditions: time 10 minute. Product: ClC1=CC=C(C(=C1CN1N=C(C2=CC=CC=C12)C1=NC=C(C(=N1)NC1=CC=NC=C1)OC)F)C (2-[1-(6-chloro-2-fluoro-3-methylbenzyl)-1H-indazol-3-yl]-5-methoxy-N-(pyridin-4-yl)pyrimidin-4-amine). RXN SMILES: [NH:1]1[C:9]2[C:4](=[CH:5][CH:6]=[CH:7][CH:8]=2)[C:3]([C:10]2[N:15]=[C:14]([NH:16][C:17]3[CH:22]=[CH:21][N:20]=[CH:19][CH:18]=3)[C:13]([O:23][CH3:24])=[CH:12][N:11]=2)=[N:2]1.[H-].[Na+].Br[CH2:28][C:29]1[C:34]([F:35])=[C:33]([CH3:36])[CH:32]=[CH:31][C:30]=1[Cl:37]>O1CCCC1>[Cl:37][C:30]1[C:29]([CH2:28][N:1]2[C:9]3[C:4](=[CH:5][CH:6]=[CH:7][CH:8]=3)[C:3]([C:10]3[N:15]=[C:14]([NH:16][C:17]4[CH:22]=[CH:21][N:20]=[CH:19][CH:18]=4)[C:13]([O:23][CH3:24])=[CH:12][N:11]=3)=[N:2]2)=[C:34]([F:35])[C:33]([CH3:36])=[CH:32][CH:31]=1 |f:1.2|. Procedure: 80 mg of 2-(1H-indazol-3-yl)-5-methoxy-N-(pyridin-4-yl)pyrimidin-4-amine (1-6-1, 0.251 mmol, 1. eq.) were suspended in dry tetrahydrofuran under a nitrogen atmosphere. 30.2 mg of sodium hydride (60% purity) were added and stirred at room temperature for 10 minutes. Then 59.7 mg of 2-(bromomethyl)-1-chloro-3-fluoro-4-methylbenzene were added. The reaction mixture was stirred for 18 hours at room temperature. Then the mixture was partitioned between half saturated aq. ammonium chloride solution an... Reactants: C(C)(C)(C)OC(=O)N1[C@@H](CCC1)CO ((S)-1-t-Butoxycarbonyl-2-pyrrolidinemethanol), ClC=1C=C(C=NC1)O (5-chloro-3-pyridinol), C1(=CC=CC=C1)P(C1=CC=CC=C1)C1=CC=CC=C1 (triphenylphosphine), CCOC(=O)/N=N/C(=O)OCC (DEAD). Product: ClC=1C=C(C=NC1)OC[C@H]1N(CCC1)C(=O)OC(C)(C)C (5-chloro-3-((1-t-butoxycarbonyl-2-(S)-pyrrolidinyl)methoxy)pyridine). Yield: 54.7%. RXN SMILES: [C:1]([O:5][C:6]([N:8]1[CH2:12][CH2:11][CH2:10][C@H:9]1[CH2:13][OH:14])=[O:7])([CH3:4])([CH3:3])[CH3:2].[Cl:15][C:16]1[CH:17]=[C:18](O)[CH:19]=[N:20][CH:21]=1.C1(P(C2C=CC=CC=2)C2C=CC=CC=2)C=CC=CC=1.CCOC(/N=N/C(OCC)=O)=O>>[Cl:15][C:16]1[CH:17]=[C:18]([O:14][CH2:13][C@@H:9]2[CH2:10][CH2:11][CH2:12][N:8]2[C:6]([O:5][C:1]([CH3:4])([CH3:3])[CH3:2])=[O:7])[CH:19]=[N:20][CH:21]=1. Reported procedure: (S)-1-t-Butoxycarbonyl-2-pyrrolidinemethanol (1.75 g, 8.71 mmol, prepared as in Example 15a) and 5-chloro-3-pyridinol (1.69 g, 13.10 mmol, Aldrich Chemical Co.). were allowed to react in the presence of triphenylphosphine and DEAD as described in Example 2a. The crude product was purified by chromatography over silica gel eluted with hexane/EtOAc to provide 1.49 g (60%) of the title compound as a pale yellow oil. TLC Rf 0.75 (1:1 EtOAc/Hex). MS (DCI/NH3) m/e 313 (M+H)+ with 35Cl and m/e 315 (M+H...